Dataset: the Open Reaction Database (ORD), a public repository of structured organic reaction records. Task: describe an organic reaction: reactants, conditions, products, and yield The reactants are C(C)(C)(C)OC([C@H](CSSC[C@@H](C(=O)OC(C)(C)C)N)N)=O ((R)-cystine-bis-tert-butylester), C1(=CC=CC2=CC=CC=C12)S(=O)(=O)Cl (1-naphthalenesulfonic acid chloride). The product is C(C)(C)(C)OC([C@H](CSSC[C@@H](C(=O)OC(C)(C)C)NS(=O)(=O)C1=CC=CC2=CC=CC=C12)NS(=O)(=O)C1=CC=CC2=CC=CC=C12)=O (N,N′-bis-(Naphthalene-1-sulfonyl)-(R)-cystine-bis-tert-butyl ester). As a reaction SMILES: [C:1]([O:5][C:6](=[O:22])[C@@H:7]([NH2:21])[CH2:8][S:9][S:10][CH2:11][C@H:12]([NH2:20])[C:13]([O:15][C:16]([CH3:19])([CH3:18])[CH3:17])=[O:14])([CH3:4])([CH3:3])[CH3:2].[C:23]1([S:33](Cl)(=[O:35])=[O:34])[C:32]2[C:27](=[CH:28][CH:29]=[CH:30][CH:31]=2)[CH:26]=[CH:25][CH:24]=1>>[C:16]([O:15][C:13](=[O:14])[C@@H:12]([NH:20][S:33]([C:23]1[C:32]2[C:27](=[CH:28][CH:29]=[CH:30][CH:31]=2)[CH:26]=[CH:25][CH:24]=1)(=[O:35])=[O:34])[CH2:11][S:10][S:9][CH2:8][C@H:7]([NH:21][S:33]([C:23]1[C:32]2[C:27](=[CH:28][CH:29]=[CH:30][CH:31]=2)[CH:26]=[CH:25][CH:24]=1)(=[O:35])=[O:34])[C:6]([O:5][C:1]([CH3:4])([CH3:2])[CH3:3])=[O:22])([CH3:19])([CH3:18])[CH3:17]. Procedure: Preparation in analogy to example 6a from 1 g (2.35 mmol) of (R)-cystine-bis-tert-butylester and 1.32 g (5.8 mmol) of 1-naphthalenesulfonic acid chloride. Yield: 1.78 g (oily crystals).